From a dataset of the Open Reaction Database (ORD), a public repository of structured organic reaction records. describe an organic reaction: reactants, conditions, products, and yield The reactants are ClCCl, O=C(OO)c1cccc(Cl)c1, C=CCc1ccc2c(c1)OCO2. Product: c1cc2c(cc1CC1CO1)OCO2. Reaction SMILES: [CH2:24]([Cl:25])[Cl:26].[Cl:13][c:14]1[cH:15][c:16]([C:21](=[O:18])[O:22][OH:23])[cH:17][cH:19][cH:20]1.[O:1]1[CH2:2][O:3][c:4]2[cH:5][c:6]([CH2:7][CH:8]=[CH2:9])[cH:10][cH:11][c:12]21>>[O:1]1[CH2:2][O:3][c:4]2[cH:5][c:6]([CH2:7][CH:8]3[CH2:9][O:18]3)[cH:10][cH:11][c:12]21.